Dataset: the Open Reaction Database (ORD), a public repository of structured organic reaction records. Task: describe an organic reaction: reactants, conditions, products, and yield Starting materials: C(#N)C(C(=O)OC(C)(C)C)CC1=CC=C(C=C1)OC (tert-butyl 2-cyano-3-(4-methoxyphenyl)propanoate). Reagents/catalysts: [Co] (Cobalt). The solvent is CCO (EtOH). Product: NCC(C(=O)OC(C)(C)C)CC1=CC=C(C=C1)OC (tert-butyl 3-amino-2-(4-methoxybenzyl)propanoate). Isolated yield 98.9%. Reaction SMILES: [C:1]([CH:3]([CH2:11][C:12]1[CH:17]=[CH:16][C:15]([O:18][CH3:19])=[CH:14][CH:13]=1)[C:4]([O:6][C:7]([CH3:10])([CH3:9])[CH3:8])=[O:5])#[N:2]>CCO.[Co]>[NH2:2][CH2:1][CH:3]([CH2:11][C:12]1[CH:13]=[CH:14][C:15]([O:18][CH3:19])=[CH:16][CH:17]=1)[C:4]([O:6][C:7]([CH3:9])([CH3:8])[CH3:10])=[O:5]. Procedure: A solution of tert-butyl 2-cyano-3-(4-methoxyphenyl)propanoate (50 mg, 0.191 mmol) in EtOH (4 ml) was hydrogenated with Raney-Cobalt at 50° C. (30 atm) for 2 hours. The reaction mixture was concentrated under reduced pressure to give tert-butyl 3-amino-2-(4-methoxybenzyl)propanoate (50.1 mg); Retention time=1.24 minutes (condition A); MS (m+1)=266.3. The reactants are CC=1NC2=CC=C(C=C2C1C)OC (2,3-dimethyl-5-methoxyindole), B(Br)(Br)Br (boron tribromide), [OH-].[Na+] (sodium hydroxide). Solvent: O (Water). Reaction conditions: time 1 hour. Yields the product CC=1NC2=CC=C(C=C2C1C)O (2,3-dimethyl-5-hydroxyindole). The yield is 76.9%. As a reaction SMILES: [CH3:1][C:2]1[NH:3][C:4]2[C:9]([C:10]=1[CH3:11])=[CH:8][C:7]([O:12]C)=[CH:6][CH:5]=2.B(Br)(Br)Br.[OH-].[Na+]>O>[CH3:1][C:2]1[NH:3][C:4]2[C:9]([C:10]=1[CH3:11])=[CH:8][C:7]([OH:12])=[CH:6][CH:5]=2 |f:2.3|. Procedure: To a solution of 2,3-dimethyl-5-methoxyindole (175 mg, 1 mmol), (J. Chem. Soc. 1957, 3175-3180) in methylene (5 ml) cooled at −60° C. was added boron tribromide (210 μl, 2.2 mmol) dropwise. After completion of addition, the mixture was left to warm up to ambient temperature and was stirred for 1 hour. Water was added and the pH was adjusted to 6 with 2N sodium hydroxide. The mixture was extracted with ethyl acetate and the organic layer was separated, washed with brine, dried (MgSO4) and evapora... Reactants: ClP(Cl)(Cl)(Cl)Cl, Nc1nonc1C(=O)Nc1cccc(Cl)n1, c1ccccc1. The product is Nc1nonc1C(Cl)=Nc1cccc(Cl)n1. As a reaction SMILES: [Cl:17][P:18]([Cl:19])([Cl:20])([Cl:21])[Cl:22].[NH2:1][c:2]1[c:3]([C:7](=[O:8])[NH:9][c:10]2[n:11][c:12]([Cl:16])[cH:13][cH:14][cH:15]2)[n:4][o:5][n:6]1.[cH:23]1[cH:24][cH:25][cH:26][cH:27][cH:28]1>>[NH2:1][c:2]1[c:3]([C:7](=[N:9][c:10]2[n:11][c:12]([Cl:16])[cH:13][cH:14][cH:15]2)[Cl:17])[n:4][o:5][n:6]1. Starting materials: oxime-hydrazone, C(C)OC(C1=CC=C(C=C1)N)=O (4-aminobenzoic acid-ethyl ester), C(/C=N\O)[N+](=O)[O-] (methazonic acid), C(C)(=O)O (acetic acid). Yields the product C(=O)(OCC)C1=CC=C(C=C1)N1[N+](=CC(=N1)O)[O-] (2-(4-Carbethoxyphenyl)-4-hydroxy-1,2,3-triazole-1-oxide). RXN SMILES: [CH2:1]([O:3][C:4](=[O:12])[C:5]1[CH:10]=[CH:9][C:8]([NH2:11])=[CH:7][CH:6]=1)[CH3:2].[CH2:13]([N+:17]([O-])=O)/[CH:14]=[N:15]\[OH:16].C(O)(=[O:22])C>>[C:4]([C:5]1[CH:10]=[CH:9][C:8]([N:11]2[N:17]=[C:13]([OH:22])[CH:14]=[N+:15]2[O-:16])=[CH:7][CH:6]=1)([O:3][CH2:1][CH3:2])=[O:12]. Reported procedure: 280 g of oxime-hydrazone II (R = carbethoxyphenyl), prepared from diazotised 4-aminobenzoic acid-ethyl ester and methazonic acid, is stirred in 2000 ml of acetic acid for 10 hours at 60° C. The whole is cooled and the precipitate is filtered off with suction, well washed with water and again filtered off with suction. The reactants are C(C)(C)(C)OC(=O)N1[C@H](CCC1)COC1=C(C=CC=C1)CCC1=CC=CC=C1 ((R)-1-t-butoxycarbonyl-2-[2-(2-phenylethyl)phenoxymethyl]pyrrolidine), [H-].[Al+3].[Li+].[H-].[H-].[H-] (lithium aluminum hydride). Solvent: O1CCCC1 (tetrahydrofuran). The product is CN1[C@H](CCC1)COC1=C(C=CC=C1)CCC1=CC=CC=C1 ((R)-1-Methyl-2-[2-(2-phenylethyl)phenoxymethyl]pyrrolidine). Isolated yield 75.9%. As a reaction SMILES: C(O[C:6]([N:8]1[CH2:12][CH2:11][CH2:10][C@@H:9]1[CH2:13][O:14][C:15]1[CH:20]=[CH:19][CH:18]=[CH:17][C:16]=1[CH2:21][CH2:22][C:23]1[CH:28]=[CH:27][CH:26]=[CH:25][CH:24]=1)=O)(C)(C)C.[H-].[Al+3].[Li+].[H-].[H-].[H-]>O1CCCC1>[CH3:6][N:8]1[CH2:12][CH2:11][CH2:10][C@@H:9]1[CH2:13][O:14][C:15]1[CH:20]=[CH:19][CH:18]=[CH:17][C:16]=1[CH2:21][CH2:22][C:23]1[CH:28]=[CH:27][CH:26]=[CH:25][CH:24]=1 |f:1.2.3.4.5.6|. Reported procedure: Following a procedure similar to that described in Example 38(a), 1.14 g of (R)-1-t-butoxycarbonyl-2-[2-(2-phenylethyl)phenoxymethyl]pyrrolidine [prepared as described in Example 74(a)] were reacted with 0.227 g of lithium aluminum hydride dispersed in 10 ml of tetrahydrofuran. The mixture was then worked up as described in Example 38(a), and the crude product thus obtained was purified by column chromatography through silica gel, using a 10:1 by volume mixture of methylene chloride and methanol... The reactants are C(#N)C=1C=C(N2C1C=CC1=CC=CC=C21)C(C2=CC=C(C=C2)CBr)=O (3-Cyano-1-[4-(bromomethyl)benzoyl]-pyrrolo[1,2-a]quinoline), C(#N)C=1C=C(N2C1C=CC1=CC=CC=C21)C(C2=CC=C(C=C2)C)=O (3-cyano-1-(4-methylbenzoyl)-pyrrolo[1,2-a]quinoline). As a reaction SMILES: [C:1]([C:3]1[CH:4]=[C:5]([C:16](=[O:25])[C:17]2[CH:22]=[CH:21][C:20]([CH2:23]Br)=[CH:19][CH:18]=2)[N:6]2[C:15]3[C:10](=[CH:11][CH:12]=[CH:13][CH:14]=3)[CH:9]=[CH:8][C:7]=12)#[N:2].C(C1C=[C:30](C(=O)C2C=CC(C)=CC=2)[N:31]2C3C(=CC=CC=3)C=C[C:32]=12)#N>>[C:1]([C:3]1[CH:4]=[C:5]([C:16](=[O:25])[C:17]2[CH:22]=[CH:21][C:20]([CH2:23][N:31]([CH3:32])[CH3:30])=[CH:19][CH:18]=2)[N:6]2[C:15]3[C:10](=[CH:11][CH:12]=[CH:13][CH:14]=3)[CH:9]=[CH:8][C:7]=12)#[N:2]. Product: C(#N)C=1C=C(N2C1C=CC1=CC=CC=C21)C(C2=CC=C(C=C2)CN(C)C)=O (3-Cyano-1-[4-(dimethylaminomethyl)benzoyl]-pyrrolo[1,2-a]quinoline). Procedure details: 3-Cyano-1-[4-(bromomethyl)benzoyl]-pyrrolo[1,2-a]quinoline. The title compound was prepared similar as Example 53a, using 3-cyano-1-(4-methylbenzoyl)-pyrrolo[1,2-a]quinoline to yield 230 mg (68%). 1H NMR (CDCl3): 8.09–8.10 (m, 3H), 7.87–7.52 (m, 7H), 7.43 (s, 1H), 4.58 (s, 2H). Starting materials: C(C)(=O)OC(C)(C)C (t-butyl acetate), CC(C(CCC1=CSC=C1)=O)C (4-methyl-1-thiophen-3-yl-pentan-3-one), C(C)(C)NC(C)C (diisopropyl amine), [Li]CCCC (nBuLi). Run in C1CCOC1 (THF). Yields the product C(C)(C)(C)OC(CC(C(C)C)(CCC1=CSC=C1)O)=O (3-Hydroxy-4-methyl-3-(2-thiophen-3-yl-ethyl)-pentanoic acid tert-butyl ester). RXN SMILES: [C:1]([O:4][C:5]([CH3:8])([CH3:7])[CH3:6])(=[O:3])[CH3:2].C(NC(C)C)(C)C.[Li]CCCC.[CH3:21][CH:22]([CH3:32])[C:23](=[O:31])[CH2:24][CH2:25][C:26]1[CH:30]=[CH:29][S:28][CH:27]=1>C1COCC1>[C:5]([O:4][C:1](=[O:3])[CH2:2][C:23]([OH:31])([CH2:24][CH2:25][C:26]1[CH:30]=[CH:29][S:28][CH:27]=1)[CH:22]([CH3:21])[CH3:32])([CH3:8])([CH3:7])[CH3:6]. Procedure details: The title compound was prepared as described in General Method 9 using t-butyl acetate (42.6 mmol), diisopropyl amine (42.6 mmol), nBuLi (42.6 mmol), 4-methyl-1-thiophen-3-yl-pentan-3-one (Example C-5; 21.3 mmol), and THF (100 mL). The title compound was purified by flash chromatography over silica gel eluting with hexane:EtOAc 97:3. 1NMR (CDCl3): δ 0.95 (dd, 6H), 1.47 (s, 9H), 1.7-2.0 (m, 3H), 2.36-2.54 (AB q, 2H), 2.6-2.8 (m, 2H), 6.93-6.95 (m, 2H), 7.23-7.25 (m, 1H).